This data is from the Open Reaction Database (ORD), a public repository of structured organic reaction records. The task is: describe an organic reaction: reactants, conditions, products, and yield The reactants are C(C1=CC=CC=C1)(=O)C1=C(OC2=C1C=CC=C2)C=2C=C1C=CC(=C(C1=CC2)Br)OCC#N ({[6-(3-benzoyl-1-benzofuran-2-yl)-1-bromo-2-naphthyl]oxy} acetonitrile), [N-]=[N+]=[N-].[Na+] (NaN3), [NH4+].[Cl-] (NH4Cl). Solvent: CN(C)C=O (DMF). Conditions: temperature 100 celsius, time 1 hour. Product: BrC1=C2C=CC(=CC2=CC=C1OCC1=NN=NN1)C=1OC2=C(C1C(=O)C1=CC=CC=C1)C=CC=C2 ({2-[5-Bromo-6-(1H-tetraazol-5-ylmethoxy)-2-naphthyl]-1-benzofuran-3-yl}(phenyl) methanone). Isolated yield 100.2%. RXN SMILES: [C:1]([C:9]1[C:13]2[CH:14]=[CH:15][CH:16]=[CH:17][C:12]=2[O:11][C:10]=1[C:18]1[CH:19]=[C:20]2[C:25](=[CH:26][CH:27]=1)[C:24]([Br:28])=[C:23]([O:29][CH2:30][C:31]#[N:32])[CH:22]=[CH:21]2)(=[O:8])[C:2]1[CH:7]=[CH:6][CH:5]=[CH:4][CH:3]=1.[N-:33]=[N+:34]=[N-:35].[Na+].[NH4+].[Cl-]>CN(C=O)C>[Br:28][C:24]1[C:23]([O:29][CH2:30][C:31]2[NH:35][N:34]=[N:33][N:32]=2)=[CH:22][CH:21]=[C:20]2[C:25]=1[CH:26]=[CH:27][C:18]([C:10]1[O:11][C:12]3[CH:17]=[CH:16][CH:15]=[CH:14][C:13]=3[C:9]=1[C:1]([C:2]1[CH:3]=[CH:4][CH:5]=[CH:6][CH:7]=1)=[O:8])=[CH:19]2 |f:1.2,3.4|. Procedure: To a stirred solution of {[6-(3-benzoyl-1-benzofuran-2-yl)-1-bromo-2-naphthyl]oxy} acetonitrile (0.174 g, 0.361 mmol) in DMF (10 mL) at room temperature was added NaN3 (0.117 g, 1.81 mmol) followed by NH4Cl (0.097 g, 1.81 mmol). The reaction was heated to 100° C. for 2 h. After this time, it was concentrated and diluted with 2 N HCl (˜5 mL). This mixture was stirred at room temperature for 1 h. The solid was filtered and washed with excess water and hexane then dried under high vacuum to afford ...